describe an organic reaction: reactants, conditions, products, and yield From a dataset of the Open Reaction Database (ORD), a public repository of structured organic reaction records. Procedure details: Preparation of 1,3-dimethyl-6-{4-[3-(2-methoxy-5-nitrophenyloxy)propyl]piperazin-1-yl}-2,4(1H,3H)-pyrimidinedione hydrochloride (Compound 160) ##STR141## 0.9 g of 2-methoxy-5-nitrophenol, 1.0 g of 1,3-dimethyl-6-[4-(3-hydroxypropyl)piperazin-1-yl]-2,4(1H,3H)-pyrimidinedione (Compound 139) and 1.1 g of triphenylphosphine were suspended in 20 ml of anhydrous tetrahydrofuran, followed by the addition of 0.67 ml of diethyl azodicarboxylate. The thus-prepared mixture was treated in a similar manner t... Solvent: O1CCCC1 (tetrahydrofuran). Product: CN1C(N(C(C=C1N1CCN(CC1)CCCOC1=C(C=CC(=C1)[N+](=O)[O-])OC)=O)C)=O (1,3-dimethyl-6-{4-[3-(2-methoxy-5-nitrophenyloxy)propyl]piperazin-1-yl}-2,4(1H,3H)-pyrimidinedione). Reaction SMILES: Cl.[CH3:2][N:3]1[C:8]([N:9]2[CH2:14][CH2:13][N:12]([CH2:15][CH2:16][CH2:17][O:18][C:19]3[CH:24]=[C:23]([N+:25]([O-:27])=[O:26])[CH:22]=[CH:21][C:20]=3[O:28][CH3:29])[CH2:11][CH2:10]2)=[CH:7][C:6](=[O:30])[N:5]([CH3:31])[C:4]1=[O:32].COC1C=CC([N+]([O-])=O)=CC=1O.CN1C(NCCNC(=O)C2C=CC([N+]([O-])=O)=CC=2)=CC(=O)N(C)C1=O.C1(P(C2C=CC=CC=2)C2C=CC=CC=2)C=CC=CC=1.N(C(OCC)=O)=NC(OCC)=O>O1CCCC1>[CH3:2][N:3]1[C:8]([N:9]2[CH2:14][CH2:13][N:12]([CH2:15][CH2:16][CH2:17][O:18][C:19]3[CH:24]=[C:23]([N+:25]([O-:27])=[O:26])[CH:22]=[CH:21][C:20]=3[O:28][CH3:29])[CH2:11][CH2:10]2)=[CH:7][C:6](=[O:30])[N:5]([CH3:31])[C:4]1=[O:32] |f:0.1|. The reactants are Cl.CN1C(N(C(C=C1N1CCN(CC1)CCCOC1=C(C=CC(=C1)[N+](=O)[O-])OC)=O)C)=O (1,3-dimethyl-6-{4-[3-(2-methoxy-5-nitrophenyloxy)propyl]piperazin-1-yl}-2,4(1H,3H)-pyrimidinedione hydrochloride), Cl.CN1C(N(C(C=C1N1CCN(CC1)CCCOC1=C(C=CC(=C1)[N+](=O)[O-])OC)=O)C)=O (1,3-dimethyl-6-{4-[3-(2-methoxy-5-nitrophenyloxy)propyl]piperazin-1-yl}-2,4(1H,3H)-pyrimidinedione hydrochloride), COC1=C(C=C(C=C1)[N+](=O)[O-])O (2-methoxy-5-nitrophenol), CN1C(N(C(C=C1NCCNC(C1=CC=C(C=C1)[N+](=O)[O-])=O)=O)C)=O (1,3-dimethyl-6-[2-(4-nitrobenzoylamino)ethylamino]-2,4(1H,3H)-pyrimidinedione), CN1C(N(C(C=C1NCCNC(C1=CC=C(C=C1)[N+](=O)[O-])=O)=O)C)=O (1,3-dimethyl-6-[2-(4-nitrobenzoylamino)ethylamino]-2,4(1H,3H)-pyrimidinedione), C1(=CC=CC=C1)P(C1=CC=CC=C1)C1=CC=CC=C1 (triphenylphosphine), N(=NC(=O)OCC)C(=O)OCC (diethyl azodicarboxylate). Starting materials: O1COC2=C1C=CC(=C2)NC(=C(C#N)S(=O)(=O)C2=CC=C(C=C2)Cl)SC (Benzo[1,3]dioxol-5-ylamino-2-(4-chlorophenylsulfonyl)-3-methylsulfanyl-2-propenenitrile), CC(C(C)(C)C)N (1,2,2-trimethylpropylamine). Product: O1COC2=C1C=CC(=C2)NC(=C(C#N)S(=O)(=O)C2=CC=C(C=C2)Cl)NC(C(C)(C)C)C (3-(Benzo[1,3]dioxol-5-ylamino)-2-(4-chlorophenylsulfonyl)-3-(1,2,2-trimethyl-propylamino)-2-propenenitrile). The yield is 49.0%. Reaction SMILES: [O:1]1[C:5]2[CH:6]=[CH:7][C:8]([NH:10][C:11](SC)=[C:12]([S:15]([C:18]3[CH:23]=[CH:22][C:21]([Cl:24])=[CH:20][CH:19]=3)(=[O:17])=[O:16])[C:13]#[N:14])=[CH:9][C:4]=2[O:3][CH2:2]1.[CH3:27][CH:28]([NH2:33])[C:29]([CH3:32])([CH3:31])[CH3:30]>>[O:1]1[C:5]2[CH:6]=[CH:7][C:8]([NH:10][C:11]([NH:33][CH:28]([CH3:27])[C:29]([CH3:32])([CH3:31])[CH3:30])=[C:12]([S:15]([C:18]3[CH:23]=[CH:22][C:21]([Cl:24])=[CH:20][CH:19]=3)(=[O:17])=[O:16])[C:13]#[N:14])=[CH:9][C:4]=2[O:3][CH2:2]1. Procedure: 3-(Benzo[1,3]dioxol-5-ylamino-2-(4-chlorophenylsulfonyl)-3-methylsulfanyl-2-propenenitrile (0.327 g, 0.8 mmol) was stirred in 1,2,2-trimethylpropylamine (1 ml) for 22 h at 100° C. under nitrogen in a sealed flask. Work up as described in Example 1, 2) gave 182 mg (49%) of the title compound. Mp 160.5-162° C. 1H NMR (200 MHz, CDCl3): δ=0.78 (s, 9H), 0.9 (d, 3H), 3.22 (m, 1H), 6.0 (br s, 2H), 6.48 (m, 2H), 6.78 (br d, 1H), 7.48 (d,2H), 7.83 (d, 2H). MA C22H24ClN3O4S.0.30 H2O (corrected bruttoformu...